From a dataset of the Open Reaction Database (ORD), a public repository of structured organic reaction records. describe an organic reaction: reactants, conditions, products, and yield Starting materials: diethyl [2-(cyclohexylamino)vinyl]-phosphate, [H-].[Na+] (sodium hydride), CC1=NC(=CC(=C1C=O)C1=CC=C(C=C1)F)C (2,6-Dimethyl-4-(4-fluorophenyl)-pyridine-3-carbaldehyde), [OH-].[Na+] (sodium hydroxide), C(C(=O)O)(=O)O (oxalic acid). The solvent is O1CCCC1 (tetrahydrofuran), O1CCCC1 (tetrahydrofuran), O (water), C(C)#N (acetonitrile), CN(C=O)C (dimethylformamide), O (water). Run at temperature 0 celsius, time 15 minute. Product: CC1=NC(=CC(=C1/C=C/C=O)C1=CC=C(C=C1)F)C ((E)-3-[2,6-Dimethyl-4-(4-fluorophenyl)-pyrid-3-yl]-prop-2-enal). Reaction SMILES: [H-].[Na+].[CH3:3][C:4]1[C:9]([CH:10]=O)=[C:8]([C:12]2[CH:17]=[CH:16][C:15]([F:18])=[CH:14][CH:13]=2)[CH:7]=[C:6]([CH3:19])[N:5]=1.[C:20](O)(=O)[C:21](O)=[O:22].[OH-].[Na+]>O1CCCC1.C(#N)C.O.CN(C)C=O>[CH3:3][C:4]1[C:9](/[CH:10]=[CH:20]/[CH:21]=[O:22])=[C:8]([C:12]2[CH:17]=[CH:16][C:15]([F:18])=[CH:14][CH:13]=2)[CH:7]=[C:6]([CH3:19])[N:5]=1 |f:0.1,4.5|. Procedure: 778 mg (3.2 mmol) of diethyl [2-(cyclohexylamino)vinyl]-phosphate in 3 ml of tetrahydrofuran are added under a nitrogen atmosphere to 75.5 mg (3.2 mmol) of sodium hydride in 3 ml of absolute tetrahydrofuran during the course of 15 minutes at 0° C., the mixture is stirred for 15 minutes at 0° C. and a solution of 0.6 g (2.6 mmol) of the compound from Example 30 in 3 ml of acetonitrile/3 ml of dimethylformamide is added dropwise. After stirring for 1 h at 0° C. and 30 minutes at 25° C., the mixtur... Starting materials: C(C)#N (acetonitrile), O1CCCC1 (tetrahydrofuran), O1CCCC1 (tetrahydrofuran), 62.5, C(CCC)[Li] (butyl lithium), CCCCCC (hexane). Conditions: time 5 minute. The product is OC(C#N)C1C2CC3CC(CC1C3)C2 (2-hydroxy-2-(adamant-2-yl) acetonitrile). As a reaction SMILES: [C:1](#[N:3])C.[O:4]1[CH2:8][CH2:7][CH2:6][CH2:5]1.[CH2:9]([Li])[CH2:10][CH2:11][CH3:12].[CH3:14][CH2:15][CH2:16]CCC>>[OH:4][CH:8]([CH:7]1[CH:15]2[CH2:16][CH:9]3[CH2:10][CH:11]([CH2:12][CH:6]1[CH2:5]3)[CH2:14]2)[C:1]#[N:3]. Reported procedure: In this preparation 10 ml. of acetonitrile is stirred in 300 ml. of anhydrous tetrahydrofuran, under nitrogen, and cooled to -70° C. 62.5 Ml. (0.1 mole) of 1.6 M butyl lithium, in hexane, is added dropwise at a controlled rate such that the temperature of the mixture does not exceed -50° C. The mixture is then stirred for five minutes and 0.1 mole adamant-2-one in 60 ml. of anhydrous tetrahydrofuran is added dropwise and the mixture then allowed to warm to room temperature. The mixture is then e... Starting materials: Cc1oc(-c2ccccc2)nc1C=Cc1ccc(Br)cc1, [Li]CCCC, CN(C)C=O, CCCCCC, Cl, C1CCOC1. The product is Cc1oc(-c2ccccc2)nc1C=Cc1ccc(C=O)cc1. Reaction SMILES: [Br:6][c:7]1[cH:8][cH:9][c:10]([CH:13]=[CH:14][c:15]2[n:16][c:17](-[c:21]3[cH:22][cH:23][cH:24][cH:25][cH:26]3)[o:18][c:19]2[CH3:20])[cH:11][cH:12]1.[CH2:1]([Li:2])[CH2:3][CH2:4][CH3:5].[CH3:27][N:28]([CH:29]=[O:30])[CH3:31].[CH3:33][CH2:34][CH2:35][CH2:36][CH2:37][CH3:38].[ClH:32].[O:39]1[CH2:40][CH2:41][CH2:42][CH2:43]1>>[c:7]1([CH:29]=[O:30])[cH:8][cH:9][c:10]([CH:13]=[CH:14][c:15]2[n:16][c:17](-[c:21]3[cH:22][cH:23][cH:24][cH:25][cH:26]3)[o:18][c:19]2[CH3:20])[cH:11][cH:12]1. Starting materials: Nc1ccc(S(=O)(=O)c2ccc(Br)cc2)cn1, O=C([O-])[O-], COCCOC, ClCCl, [Cs+], [Cs+], CC1(C)OB(c2ccc(C(C)(O)C(F)(F)F)cc2)OC1(C)C, O. Yields the product CC(O)(c1ccc(-c2ccc(S(=O)(=O)c3ccc(N)nc3)cc2)cc1)C(F)(F)F. RXN SMILES: [Br:1][c:2]1[cH:3][cH:4][c:5]([S:8](=[O:9])(=[O:10])[c:11]2[cH:12][cH:13][c:14]([NH2:17])[n:15][cH:16]2)[cH:6][cH:7]1.[C:43](=[O:44])([O-:45])[O-:46].[CH3:49][O:50][CH2:51][CH2:52][O:53][CH3:54].[Cl:40][CH2:41][Cl:42].[Cs+:47].[Cs+:48].[F:18][C:19]([C:20]([CH3:21])([OH:22])[c:23]1[cH:24][cH:25][c:26]([B:29]2[O:30][C:31]([CH3:32])([CH3:33])[C:34]([CH3:35])([CH3:36])[O:37]2)[cH:27][cH:28]1)([F:38])[F:39].[OH2:55]>>[c:2]1(-[c:26]2[cH:25][cH:24][c:23]([C:20]([C:19]([F:18])([F:38])[F:39])([CH3:21])[OH:22])[cH:28][cH:27]2)[cH:3][cH:4][c:5]([S:8](=[O:9])(=[O:10])[c:11]2[cH:12][cH:13][c:14]([NH2:17])[n:15][cH:16]2)[cH:6][cH:7]1. Reactants: ClCCC1(C=CCCC1)C1=CC(=CC=C1)OC (1-[1-(2-chloroethyl)-2-cyclohexen-1-yl]-3-methoxybenzene), CNC (dimethylamine). The solvent is C1(=CC=CC=C1)C (toluene). Run at time 5 hour. Yields the product COC=1C=C(C=CC1)C1(C=CCCC1)CCN(C)C (rac. 1-(m-methoxyphenyl)-N,N-dimethyl-2-cyclohexene-1-ethylamine). RXN SMILES: Cl[CH2:2][CH2:3][C:4]1([C:10]2[CH:15]=[CH:14][CH:13]=[C:12]([O:16][CH3:17])[CH:11]=2)[CH2:9][CH2:8][CH2:7][CH:6]=[CH:5]1.[CH3:18][NH:19][CH3:20]>C1(C)C=CC=CC=1>[CH3:17][O:16][C:12]1[CH:11]=[C:10]([C:4]2([CH2:3][CH2:2][N:19]([CH3:20])[CH3:18])[CH2:9][CH2:8][CH2:7][CH:6]=[CH:5]2)[CH:15]=[CH:14][CH:13]=1. Reported procedure: 1 g of 1-[1-(2-chloroethyl)-2-cyclohexen-1-yl]-3-methoxybenzene is dissolved in 10 ml of toluene, and the solution is treated with 10 ml of dimethylamine. The mixture is held at 150° C. for 5 hours in a bomb tube. After evaporation of the solvent, the residue is treated with 3 N hydrochloric acid. The aqueous phase is extracted with ether and made alkaline with an excess of ammonia, whereupon the precipitated rac. 1-(m-methoxyphenyl)-N,N-dimethyl-2-cyclohexene-1-ethylamine is taken up in methyle... Starting materials: C1CCNCC1, CCOC(C)=O, O=CN1CCCCC1, Cc1cccc(Cl)c1C#N. The product is Cc1cccc(N2CCCCC2)c1C#N. RXN SMILES: [CH2:11]1[CH2:12][CH2:13][NH:14][CH2:15][CH2:16]1.[CH3:25][CH2:26][O:27][C:28]([CH3:29])=[O:30].[CH:17]([N:18]1[CH2:19][CH2:20][CH2:21][CH2:22][CH2:23]1)=[O:24].[Cl:1][c:2]1[c:3]([C:4]#[N:5])[c:6]([CH3:10])[cH:7][cH:8][cH:9]1>>[c:2]1([N:14]2[CH2:13][CH2:12][CH2:11][CH2:16][CH2:15]2)[c:3]([C:4]#[N:5])[c:6]([CH3:10])[cH:7][cH:8][cH:9]1. The reactants are [N+](=O)([O-])C1=CC2=C(N=C(N2)CC(=O)OCC)C=C1 (ethyl 5-nitrobenzimidazole-2-acetate). Reagents/catalysts: [Pd] (palladium on carbon). The solvent is C(C)O (ethanol). Run at time 45 minute. Yields the product NC1=CC2=C(N=C(N2)CC(=O)OCC)C=C1 (ethyl 5-aminobenzimidazole-2-acetate). As a reaction SMILES: [N+:1]([C:4]1[CH:18]=[CH:17][C:7]2[N:8]=[C:9]([CH2:11][C:12]([O:14][CH2:15][CH3:16])=[O:13])[NH:10][C:6]=2[CH:5]=1)([O-])=O>[Pd].C(O)C>[NH2:1][C:4]1[CH:18]=[CH:17][C:7]2[N:8]=[C:9]([CH2:11][C:12]([O:14][CH2:15][CH3:16])=[O:13])[NH:10][C:6]=2[CH:5]=1. Procedure details: A mixture of ethyl 5-nitrobenzimidazole-2-acetate (206 mg, 0.83 mmol, 1 equiv.), 10% palladium on carbon (88 mg, 0.08 mmol, 0.1 equiv.), and absolute ethanol (8 mL) was stirred at room temperature under hydrogen (balloon). After 45 minutes, the reaction was filtered through Celite®, and the filtrate was concentrated to afford crude ethyl 5-aminobenzimidazole-2-acetate. This was used without further purification. Reactants: C(C)(C)(C)OC(=O)N1CC2C(CC1)C1=C(O2)C=C(C=C1)S(=O)(=O)C1=CC(=CC(=C1)F)OCCCCl (7-[3-(3-chloro-propoxy)-5-fluoro-benzenesulfonyl]-3,4,4a,9a-tetrahydro-1H-benzofuro[2,3-c]pyridine-2-carboxylic acid tert-butyl ester), (R)-2-methyl-pyrrolidine, benzenesulfonic acid salt, [I-].[Na+] (sodium iodide), C([O-])([O-])=O.[K+].[K+] (potassium carbonate), C(C)(C)N(C(C)C)CC (N,N-diisopropylethylamine), C(C)#N (acetonitrile). Run in solvent. Conditions: temperature 70 celsius. The product is FC=1C=C(C=C(C1)OCCCN1[C@@H](CCC1)C)S(=O)(=O)C1=CC2=C(C=C1)C1C(CNCC1)O2 (7-[(3-Fluoro-5-{3-[(2R)-2-methylpyrrolidin-1-yl]propoxy}phenyl)sulfonyl]-1,2,3,4,4a,9a-hexahydro[1]benzofuro[2,3-c]pyridine). As a reaction SMILES: C(OC([N:8]1[CH2:13][CH2:12][CH:11]2[C:14]3[CH:20]=[CH:19][C:18]([S:21]([C:24]4[CH:29]=[C:28]([F:30])[CH:27]=[C:26]([O:31][CH2:32]CCCl)[CH:25]=4)(=[O:23])=[O:22])=[CH:17][C:15]=3[O:16][CH:10]2[CH2:9]1)=O)(C)(C)C.[I-].[Na+].C(=O)([O-])[O-].[K+].[K+].[CH:44]([N:47]([CH2:51][CH3:52])[CH:48]([CH3:50])[CH3:49])([CH3:46])C.C(#N)C>>[F:30][C:28]1[CH:29]=[C:24]([S:21]([C:18]2[CH:19]=[CH:20][C:14]3[CH:11]4[CH2:12][CH2:13][NH:8][CH2:9][CH:10]4[O:16][C:15]=3[CH:17]=2)(=[O:23])=[O:22])[CH:25]=[C:26]([O:31][CH2:32][CH2:52][CH2:51][N:47]2[CH2:44][CH2:46][CH2:50][C@H:48]2[CH3:49])[CH:27]=1 |f:1.2,3.4.5|. Reported procedure: A mixture of 7-[3-(3-chloro-propoxy)-5-fluoro-benzenesulfonyl]-3,4,4a,9a-tetrahydro-1H-benzofuro[2,3-c]pyridine-2-carboxylic acid tert-butyl ester (100 mg, 0.2 mmol), (R)-2-methyl-pyrrolidine, benzenesulfonic acid salt (92.5 mg, 0.380 mmol), sodium iodide (28.5 mg, 0.190 mmol), potassium carbonate (78.8 mg, 0.570 mmol), N,N-diisopropylethylamine (99.3 uL, 0.570 mmol) in acetonitrile (8.04 mL, 154 mmol) was heated at 70° C. After 3 days the reaction was cooled to room temperature, diluted with 10... The reactants are C1(=CC=CC=C1)C(C(NC=1SC2=C(N1)C(=CC=C2)OC2=NC=NC(=C2)C2=CC=C(C=C2)C(F)(F)F)=O)OC(C)=O (acetic acid phenyl-{4-[6-(4trifluoromethyl-phenyl)-pyrimidin-4-yloxy]-benzothiazol-2-ylcarbamoyl}-methyl ester), C([O-])([O-])=O.[K+].[K+] (potassium carbonate). Solvent: CO (MeOH). The product is OC(C(=O)NC=1SC2=C(N1)C(=CC=C2)OC2=NC=NC(=C2)C2=CC=C(C=C2)C(F)(F)F)C2=CC=CC=C2 (2-Hydroxy-2-phenyl-N-{4-[6-(4-trifluoromethyl-phenyl)-pyrimidin-4-yloxy]-benzothiazol-2-yl}-acetamide). RXN SMILES: [C:1]1([CH:7]([O:37]C(=O)C)[C:8](=[O:36])[NH:9][C:10]2[S:11][C:12]3[CH:18]=[CH:17][CH:16]=[C:15]([O:19][C:20]4[CH:25]=[C:24]([C:26]5[CH:31]=[CH:30][C:29]([C:32]([F:35])([F:34])[F:33])=[CH:28][CH:27]=5)[N:23]=[CH:22][N:21]=4)[C:13]=3[N:14]=2)[CH:6]=[CH:5][CH:4]=[CH:3][CH:2]=1.C(=O)([O-])[O-].[K+].[K+]>CO>[OH:37][CH:7]([C:1]1[CH:2]=[CH:3][CH:4]=[CH:5][CH:6]=1)[C:8]([NH:9][C:10]1[S:11][C:12]2[CH:18]=[CH:17][CH:16]=[C:15]([O:19][C:20]3[CH:25]=[C:24]([C:26]4[CH:27]=[CH:28][C:29]([C:32]([F:33])([F:34])[F:35])=[CH:30][CH:31]=4)[N:23]=[CH:22][N:21]=3)[C:13]=2[N:14]=1)=[O:36] |f:1.2.3|. Procedure: This material was prepared according to the procedure described in Example 68(b) using acetic acid phenyl-{4-[6-(4trifluoromethyl-phenyl)-pyrimidin-4-yloxy]-benzothiazol-2-ylcarbamoyl}-methyl ester, (Example 79), (0.44 g, 0.78 mmol) and potassium carbonate (0.22 g, 1.6 mmol) in MeOH (8 mL). Purification by silica gel chromatography (1:2 of EtOAc/hexanes) provided the title compound as a white solid. MS (ESI, pos. ion) m/z: 523 (M+1). Mp: 197.7–205.4° C.